Task: describe an organic reaction: reactants, conditions, products, and yield. Dataset: the Open Reaction Database (ORD), a public repository of structured organic reaction records The reactants are COC(=O)C1=CC=C(C=C1)CC(=O)O ([4-(methoxycarbonyl)phenyl]acetic acid), C(C(=O)Cl)(=O)Cl (oxalyl chloride). The reagents and catalysts are CN(C=O)C (N,N-dimethylformamide). Run in ClCCl (dichloromethane). Reaction conditions: time 8 hour. Yields the product ClC(CC1=CC=C(C(=O)OC)C=C1)=O (methyl 4-(2-chloro-2-oxoethyl)benzoate). As a reaction SMILES: [CH3:1][O:2][C:3]([C:5]1[CH:10]=[CH:9][C:8]([CH2:11][C:12]([OH:14])=O)=[CH:7][CH:6]=1)=[O:4].C(Cl)(=O)C([Cl:18])=O>ClCCl.CN(C)C=O>[Cl:18][C:12](=[O:14])[CH2:11][C:8]1[CH:9]=[CH:10][C:5]([C:3]([O:2][CH3:1])=[O:4])=[CH:6][CH:7]=1. Reported procedure: A solution of the compound (3.0 g) obtained in Example 206a in dichloromethane (50 mL) was cooled in an ice bath, and oxalyl chloride (3.93 g) and N,N-dimethylformamide (2 drops) were added. The reaction mixture was stirred at room temperature overnight, and the solvent was evaporated under reduced pressure to give the title compound. Starting materials: Brc1ccc(Br)nn1, CN(C)C=O, [Na+], [Na+], O=C([O-])[O-], c1cc(C2=NCCO2)ccc1OCCCN1CCNCC1, O. Yields the product Brc1ccc(N2CCN(CCCOc3ccc(C4=NCCO4)cc3)CC2)nn1. Reaction SMILES: [Br:1][c:2]1[n:3][n:4][c:5]([Br:8])[cH:6][cH:7]1.[CH3:36][N:37]([CH3:38])[CH:39]=[O:40].[Na+:30].[Na+:31].[O-:32][C:33](=[O:34])[O-:35].[O:9]1[C:10]([c:14]2[cH:15][cH:16][c:17]([O:18][CH2:19][CH2:20][CH2:21][N:22]3[CH2:23][CH2:24][NH:25][CH2:26][CH2:27]3)[cH:28][cH:29]2)=[N:11][CH2:12][CH2:13]1.[OH2:41]>>[Br:1][c:2]1[n:3][n:4][c:5]([N:25]2[CH2:24][CH2:23][N:22]([CH2:21][CH2:20][CH2:19][O:18][c:17]3[cH:16][cH:15][c:14]([C:10]4=[N:11][CH2:12][CH2:13][O:9]4)[cH:29][cH:28]3)[CH2:27][CH2:26]2)[cH:6][cH:7]1. Reactants: C, CC(C)c1ccc(N(Cc2cnn(-c3ccccc3)c2)C(=O)C2CCCc3c(OCc4ccccc4)cccc32)cc1, CO, O=C[O-], [NH4+], [Pd]. Product: CC(C)c1ccc(N(Cc2cnn(-c3ccccc3)c2)C(=O)C2CCCc3c(O)cccc32)cc1. Reaction SMILES: [C:49].[CH2:1]([c:2]1[cH:3][cH:4][cH:5][cH:6][cH:7]1)[O:8][c:9]1[c:10]2[c:15]([cH:16][cH:17][cH:18]1)[CH:14]([C:19](=[O:20])[N:21]([CH2:22][c:23]1[cH:24][n:25][n:26](-[c:28]3[cH:29][cH:30][cH:31][cH:32][cH:33]3)[cH:27]1)[c:34]1[cH:35][cH:36][c:37]([CH:40]([CH3:41])[CH3:42])[cH:38][cH:39]1)[CH2:13][CH2:12][CH2:11]2.[CH3:47][OH:48].[CH:43]([O-:44])=[O:45].[NH4+:46].[Pd:50]>>[OH:8][c:9]1[c:10]2[c:15]([cH:16][cH:17][cH:18]1)[CH:14]([C:19](=[O:20])[N:21]([CH2:22][c:23]1[cH:24][n:25][n:26](-[c:28]3[cH:29][cH:30][cH:31][cH:32][cH:33]3)[cH:27]1)[c:34]1[cH:35][cH:36][c:37]([CH:40]([CH3:41])[CH3:42])[cH:38][cH:39]1)[CH2:13][CH2:12][CH2:11]2.